From a dataset of the Open Reaction Database (ORD), a public repository of structured organic reaction records. describe an organic reaction: reactants, conditions, products, and yield Reactants: COC(CCC1NC(CC1C1=CC=C(C=C1)C(F)(F)F)=O)=O (5-oxo-3-[4-(trifluoromethyl)phenyl]-2-pyrrolidinepropanoic acid methyl ester), COC(CC(C1NC(CC1)=O)C1=CC=C(C=C1)C(F)(F)F)=O (5-oxo-β-[4-(trifluoromethyl)phenyl]-2-pyrrolidinepropanoic acid methyl ester), Cl (hydrochloric acid). Solvent: [OH-].[Na+] (sodium hydroxide). The product is O=C1CCC(N1)C(CC(=O)O)C1=CC=C(C=C1)C(F)(F)F (5-oxo-β-[4-(trifluoromethyl)phenyl]-2-pyrrolidinepropanoic acid), O=C1CC(C(N1)CCC(=O)O)C1=CC=C(C=C1)C(F)(F)F (5-oxo-3-[4-(trifluoromethyl)phenyl]-2-pyrrolidinepropanoic acid). RXN SMILES: C[O:2][C:3](=[O:22])[CH2:4][CH2:5][CH:6]1[CH:10]([C:11]2[CH:16]=[CH:15][C:14]([C:17]([F:20])([F:19])[F:18])=[CH:13][CH:12]=2)[CH2:9][C:8](=[O:21])[NH:7]1.C[O:24][C:25](=[O:44])[CH2:26][CH:27]([C:34]1[CH:39]=[CH:38][C:37]([C:40]([F:43])([F:42])[F:41])=[CH:36][CH:35]=1)[CH:28]1[CH2:32][CH2:31][C:30](=[O:33])[NH:29]1.Cl>[OH-].[Na+]>[O:33]=[C:30]1[NH:29][CH:28]([CH:27]([C:34]2[CH:39]=[CH:38][C:37]([C:40]([F:43])([F:41])[F:42])=[CH:36][CH:35]=2)[CH2:26][C:25]([OH:44])=[O:24])[CH2:32][CH2:31]1.[O:21]=[C:8]1[NH:7][CH:6]([CH2:5][CH2:4][C:3]([OH:22])=[O:2])[CH:10]([C:11]2[CH:16]=[CH:15][C:14]([C:17]([F:20])([F:18])[F:19])=[CH:13][CH:12]=2)[CH2:9]1 |f:3.4|. Procedure details: A solution of 93.4 g of 5-oxo-3-[4-(trifluoromethyl)phenyl]-2-pyrrolidinepropanoic acid methyl ester and 5-oxo-β-[4-(trifluoromethyl)phenyl]-2-pyrrolidinepropanoic acid methyl ester in 370 ml of 1 N aqueous sodium hydroxide solution is heated to 60° C. for four hours. Excess aqueous hydrochloric acid (1 N, 380 ml) is added and the solution concentrated under reduced pressure to give 5-oxo-β-[4-(trifluoromethyl)phenyl]-2-pyrrolidinepropanoic acid and 5-oxo-3-[4-(trifluoromethyl)phenyl]-2-pyrrolid...